Dataset: the Open Reaction Database (ORD), a public repository of structured organic reaction records. Task: describe an organic reaction: reactants, conditions, products, and yield Reactants: O=C([O-])O, CC[Si](CC)(CC)OC(CI)c1ccc(OCc2ccccc2)c(NS(C)(=O)=O)c1, CCN(C(C)C)C(C)C, COC(=O)c1cccc2c(CC(C)N)c[nH]c12, [Na+], C1CCOC1. The product is CC[Si](CC)(CC)OC(CNC(C)Cc1c[nH]c2c(C(=O)OC)cccc12)c1ccc(OCc2ccccc2)c(NS(C)(=O)=O)c1. Reaction SMILES: [C:57](=[O:58])([O-:59])[OH:60].[CH2:1]([c:2]1[cH:3][cH:4][cH:5][cH:6][cH:7]1)[O:8][c:9]1[c:10]([NH:26][S:27](=[O:28])(=[O:29])[CH3:30])[cH:11][c:12]([CH:15]([CH2:16][I:17])[O:18][Si:19]([CH2:20][CH3:21])([CH2:22][CH3:23])[CH2:24][CH3:25])[cH:13][cH:14]1.[CH:48]([N:49]([CH:50]([CH3:51])[CH3:52])[CH2:53][CH3:54])([CH3:55])[CH3:56].[NH2:31][CH:32]([CH2:33][c:34]1[cH:35][nH:36][c:37]2[c:38]([C:43](=[O:44])[O:45][CH3:46])[cH:39][cH:40][cH:41][c:42]12)[CH3:47].[Na+:61].[O:62]1[CH2:63][CH2:64][CH2:65][CH2:66]1>>[CH2:1]([c:2]1[cH:3][cH:4][cH:5][cH:6][cH:7]1)[O:8][c:9]1[c:10]([NH:26][S:27](=[O:28])(=[O:29])[CH3:30])[cH:11][c:12]([CH:15]([CH2:16][NH:31][CH:32]([CH2:33][c:34]2[cH:35][nH:36][c:37]3[c:38]([C:43](=[O:44])[O:45][CH3:46])[cH:39][cH:40][cH:41][c:42]23)[CH3:47])[O:18][Si:19]([CH2:20][CH3:21])([CH2:22][CH3:23])[CH2:24][CH3:25])[cH:13][cH:14]1. Starting materials: C(C)OC(=O)C1=CNC=C1C(F)(F)F (3-ethoxycarbonyl-4-trifluoromethyl-1H-pyrrole), ClC1=NC=CC2=CC=CC=C12 (1-chloroisoquinoline), C([O-])([O-])=O.[K+].[K+] (potassium carbonate). Solvent: CS(=O)C (dimethyl sulphoxide), O (water). Reaction conditions: temperature 110 celsius, time 17 hour. Yields the product C(C)OC(=O)C1=CN(C=C1C(F)(F)F)C1=NC=CC2=CC=CC=C12 (3-ethoxycarbonyl-4-trifluoromethyl-1-(isoquinolin-1-yl)-1H-pyrrole). Yield: 87.3%. Reaction SMILES: [CH2:1]([O:3][C:4]([C:6]1[C:10]([C:11]([F:14])([F:13])[F:12])=[CH:9][NH:8][CH:7]=1)=[O:5])[CH3:2].Cl[C:16]1[C:25]2[C:20](=[CH:21][CH:22]=[CH:23][CH:24]=2)[CH:19]=[CH:18][N:17]=1.C(=O)([O-])[O-].[K+].[K+]>CS(C)=O.O>[CH2:1]([O:3][C:4]([C:6]1[C:10]([C:11]([F:14])([F:12])[F:13])=[CH:9][N:8]([C:16]2[C:25]3[C:20](=[CH:21][CH:22]=[CH:23][CH:24]=3)[CH:19]=[CH:18][N:17]=2)[CH:7]=1)=[O:5])[CH3:2] |f:2.3.4|. Procedure details: 1.04 g (5 mmol) of 3-ethoxycarbonyl-4-trifluoromethyl-1H-pyrrole and 0.818 g (5 mmol) of 1-chloroisoquinoline are added to 1.73 g (12.5 mmol) of potassium carbonate suspended in 10 mL of dimethyl sulphoxide at a temperature in the region of 20° C. under an argon atmosphere. After stirring for 17 hours at a temperature in the region of 110° C., the reaction mixture is cooled and then diluted with 30 mL of water. The solid formed is filtered off and washed with water and then oven-dried under redu... Starting materials: C(C1=CC=CC=C1)N1C[C@H]([C@@H](C1)C)NC(=O)OC(C)(C)C (1-benzyl-trans-3-t-butoxycarbonylamino-4-methylpyrrolidine), [H][H] (hydrogen). The reagents and catalysts are [Pd] (palladium-on-charcoal). The solvent is C(C)O (ethanol). Yields the product C(C)(C)(C)OC(=O)N[C@@H]1CNC[C@H]1C (trans-3-t-Butoxycarbonylamino-4-methylpyrrolidine). Yield: 93.3%. RXN SMILES: C([N:8]1[CH2:12][C@@H:11]([CH3:13])[C@H:10]([NH:14][C:15]([O:17][C:18]([CH3:21])([CH3:20])[CH3:19])=[O:16])[CH2:9]1)C1C=CC=CC=1.[H][H]>C(O)C.[Pd]>[C:18]([O:17][C:15]([NH:14][C@H:10]1[C@H:11]([CH3:13])[CH2:12][NH:8][CH2:9]1)=[O:16])([CH3:21])([CH3:19])[CH3:20]. Reported procedure: A suspension of 1-benzyl-trans-3-t-butoxycarbonylamino-4-methylpyrrolidine (4.8 g) and 10% palladium-on-charcoal (1.8 g) in ethanol (40 ml) was shaken with hydrogen were absorbed under elevated pressure (100 kg/cm2) at 50°-70° C. for 6.5 hours. The catalyst was removed by filtration and the filtrate was evaporated to give the title compound (3.09 g) as brown oil. This oil was gradually solidified at room temperature.